From a dataset of the Open Reaction Database (ORD), a public repository of structured organic reaction records. describe an organic reaction: reactants, conditions, products, and yield Starting materials: ClC1=NC=C(C(=N1)N[C@@H]1CCOC2=C(C=CC=C12)F)[N+](=O)[O-] ((R)-2-chloro-N-(8-fluorochroman-4-yl)-5-nitropyrimidin-4-amine), N1=CNC=2C=NC=CC21 (3H-imidazo[4,5-c]pyridine), C([O-])([O-])=O.[K+].[K+] (potassium carbonate). The solvent is C(C)#N (acetonitrile), CCOC(=O)C (EtOAc). Yields the product FC=1C=CC=C2[C@@H](CCOC12)NC1=NC(=NC=C1[N+](=O)[O-])N1C=NC2=C1C=NC=C2 (N—((R)-8-fluorochroman-4-yl)-2-(3H-imidazo[4,5-c]pyridin-3-yl)-5-nitropyrimidin-4-amine). As a reaction SMILES: Cl[C:2]1[N:7]=[C:6]([NH:8][C@H:9]2[C:18]3[C:13](=[C:14]([F:19])[CH:15]=[CH:16][CH:17]=3)[O:12][CH2:11][CH2:10]2)[C:5]([N+:20]([O-:22])=[O:21])=[CH:4][N:3]=1.[N:23]1[C:31]2[CH:30]=[CH:29][N:28]=[CH:27][C:26]=2[NH:25][CH:24]=1.C(=O)([O-])[O-].[K+].[K+]>C(#N)C.CCOC(C)=O>[F:19][C:14]1[CH:15]=[CH:16][CH:17]=[C:18]2[C:13]=1[O:12][CH2:11][CH2:10][C@H:9]2[NH:8][C:6]1[C:5]([N+:20]([O-:22])=[O:21])=[CH:4][N:3]=[C:2]([N:25]2[C:26]3[CH:27]=[N:28][CH:29]=[CH:30][C:31]=3[N:23]=[CH:24]2)[N:7]=1 |f:2.3.4|. Reported procedure: A solution of (R)-2-chloro-N-(8-fluorochroman-4-yl)-5-nitropyrimidin-4-amine in acetonitrile was treated with 3H-imidazo[4,5-c]pyridine and potassium carbonate. The mixture was stirred at reflux for 6 hours, cooled to room temperature, diluted with 150 mL of EtOAc, and washed twice with 30 mL portions of water. The organic layer was separated, dried with magnesium sulfate, filtered, and concentrated in vacuo. Purification by column chromatography (1% MeOH/DCM) provided N—((R)-8-fluorochroman-4-y... The reactants are CC(C)(C)[Si](C)(C)Cl, CCOC(=O)C(=CNCCO)C(=O)c1cc(I)cc(F)c1F, CN(C)C=O, O, c1c[nH]cn1. Product: CCOC(=O)C(=CNCCO[Si](C)(C)C(C)(C)C)C(=O)c1cc(I)cc(F)c1F. As a reaction SMILES: [C:28]([CH3:29])([CH3:30])([CH3:31])[Si:32]([CH3:33])([CH3:34])[Cl:35].[F:1][c:2]1[c:3]([C:4](=[O:5])[C:6]([C:7](=[O:8])[O:9][CH2:10][CH3:11])=[CH:12][NH:13][CH2:14][CH2:15][OH:16])[cH:17][c:18]([I:22])[cH:19][c:20]1[F:21].[O:37]=[CH:38][N:39]([CH3:40])[CH3:41].[OH2:36].[nH:23]1[cH:24][cH:25][n:26][cH:27]1>>[F:1][c:2]1[c:3]([C:4](=[O:5])[C:6]([C:7](=[O:8])[O:9][CH2:10][CH3:11])=[CH:12][NH:13][CH2:14][CH2:15][O:16][Si:32]([C:28]([CH3:29])([CH3:30])[CH3:31])([CH3:33])[CH3:34])[cH:17][c:18]([I:22])[cH:19][c:20]1[F:21]. The reactants are Cl (hydrochloride), C(C1=CC=CC=C1)(=O)N1CCC(CC1)CCC(=O)C1=CC(=C(C=C1)Cl)Cl (3-(1-benzoyl 4-piperidyl) 1-(3,4-dichlorophenyl) 1-propanone). The product is ClC=1C=C(C=CC1Cl)CCCC1CCNCC1 (4-[3-(3,4-dichlorophenyl)1-propyl]piperidine). Isolated yield 42.9%. RXN SMILES: C([N:9]1[CH2:14][CH2:13][CH:12]([CH2:15][CH2:16][C:17]([C:19]2[CH:24]=[CH:23][C:22]([Cl:25])=[C:21]([Cl:26])[CH:20]=2)=O)[CH2:11][CH2:10]1)(=O)C1C=CC=CC=1.Cl>>[Cl:26][C:21]1[CH:20]=[C:19]([CH2:17][CH2:16][CH2:15][CH:12]2[CH2:13][CH2:14][NH:9][CH2:10][CH2:11]2)[CH:24]=[CH:23][C:22]=1[Cl:25]. Procedure details: The procedure is as in Example 6 starting from 51.1 g of 3-(1-benzoyl 4-piperidyl) 1-(3,4-dichlorophenyl) 1-propanone. 15.3 g of 4-[3-(3,4-dichlorophenyl)1-propyl]piperidine in the form of the hydrochloride melting at 150° C. are obtained. Reactants: FC1=CC=C(C=C1)C=1SC(=CN1)C(C)O (1-(2-(4-fluorophenyl)thiazol-5-yl)ethanol), CC(=O)OI1(C=2C=CC=CC2C(=O)O1)(OC(=O)C)OC(=O)C (Dess-Martin periodinane). The solvent is ClCCl (dichloromethane). Reaction conditions: time 2 hour. Product: FC1=CC=C(C=C1)C=1SC(=CN1)C(C)=O (1-(2-(4-fluorophenyl)thiazol-5-yl)ethanone). Isolated yield 84.2%. RXN SMILES: [F:1][C:2]1[CH:7]=[CH:6][C:5]([C:8]2[S:9][C:10]([CH:13]([OH:15])[CH3:14])=[CH:11][N:12]=2)=[CH:4][CH:3]=1.CC(OI1(OC(C)=O)(OC(C)=O)OC(=O)C2C=CC=CC1=2)=O>ClCCl>[F:1][C:2]1[CH:3]=[CH:4][C:5]([C:8]2[S:9][C:10]([C:13](=[O:15])[CH3:14])=[CH:11][N:12]=2)=[CH:6][CH:7]=1. Procedure details: A solution of 1-(2-(4-fluorophenyl)thiazol-5-yl)ethanol (1.0 g, 4.4 mmol) in dichloromethane (40 mL) was cooled to 0° C. Dess-Martin periodinane (5.7 g, 13.4 mmol) was added slowly at 0° C. and the reaction mixture stirred at room temperature for 2 h. The reaction mixture was quenched with saturated NaHCO3 solution (80 mL), sodium thiosulfate solution (20 mL), extracted with ether (2×1000 mL), the organic layer dried over Na2SO4, filtered and concentrated to obtain crude product. The crude produ...